This data is from the Open Reaction Database (ORD), a public repository of structured organic reaction records. The task is: describe an organic reaction: reactants, conditions, products, and yield The reactants are C(C)C1=CC=CC=C1 (ethylbenzene), C(C)(=O)ON1C(C=2C(C1=O)=CC=CC2)=O (N-acetoxyphthalimide), O=O (oxygen). Reagents/catalysts: O.O.O.O.C(C)(=O)[O-].[Co+2].C(C)(=O)[O-] (cobalt(II) acetate tetrahydrate), O.O.O.O.C(C)(=O)[O-].[Mn+2].C(C)(=O)[O-] (manganese(II) acetate tetrahydrate). Solvent: C(C)(=O)O (acetic acid). Product: C(C1=CC=CC=C1)(=O)O (benzoic acid), C(C)(=O)C1=CC=CC=C1 (acetophenone). RXN SMILES: [CH2:1]([C:3]1[CH:8]=[CH:7][CH:6]=[CH:5][CH:4]=1)[CH3:2].C(ON1[C:17](=[O:18])[C:16]2=[CH:19][CH:20]=[CH:21][CH:22]=[C:15]2C1=O)(=[O:11])C.[O:24]=O>O.O.O.O.C([O-])(=O)C.[Co+2].C([O-])(=O)C.O.O.O.O.C([O-])(=O)C.[Mn+2].C([O-])(=O)C.C(O)(=O)C>[C:17]([OH:24])(=[O:18])[C:16]1[CH:19]=[CH:20][CH:21]=[CH:22][CH:15]=1.[C:1]([C:3]1[CH:8]=[CH:7][CH:6]=[CH:5][CH:4]=1)(=[O:11])[CH3:2] |f:3.4.5.6.7.8.9,10.11.12.13.14.15.16|. Procedure details: A mixture of 1.062 g (10 mmol) of ethylbenzene, 0.205 g (1 mmol) of N-acetoxyphthalimide, 0.025 g (0.1 mmol) of cobalt(II) acetate tetrahydrate, 0.025 g (0.1 mmol) of manganese(II) acetate tetrahydrate and 15 ml of acetic acid was stirred at 100° C. in an atmosphere of oxygen gas (1 atm=0.1 MPa) for 8 hours and thereby yielded benzoic acid and acetophenone in yields of 86% and 5% (analyzed by gas chromatography), respectively, with a conversion from ethylbenzene of 99%. Reactants: C(#N)[BH3-].[Na+] (Sodium cyanoborohydride), N1CCCC2=CC=CC=C12 (1,2,3,4-tetrahydroquinoline), C(C1=CC=CC=C1)=O (benzaldehyde), C(C)(=O)O (acetic acid), Cl (HCl). Run in CO (methanol). Reaction conditions: time 3 hour. The product is C(C1=CC=CC=C1)N1CCCC2=CC=CC=C12 (1-Benzyl-1,2,3,4-tetrahydroquinoline). RXN SMILES: [NH:1]1[C:10]2[C:5](=[CH:6][CH:7]=[CH:8][CH:9]=2)[CH2:4][CH2:3][CH2:2]1.[CH:11](=O)[C:12]1[CH:17]=[CH:16][CH:15]=[CH:14][CH:13]=1.C(O)(=O)C.C([BH3-])#N.[Na+].Cl>CO>[CH2:11]([N:1]1[C:10]2[C:5](=[CH:6][CH:7]=[CH:8][CH:9]=2)[CH2:4][CH2:3][CH2:2]1)[C:12]1[CH:17]=[CH:16][CH:15]=[CH:14][CH:13]=1 |f:3.4|. Procedure details: 1,2,3,4-tetrahydroquinoline (2.66 g, 0.02 mol), benzaldehyde (3.12 g, 0.03 mol) and glacial acetic acid (0.67 ml, 0.012 mol) were dissolved in methanol (10 ml). Sodium cyanoborohydride (0.675 g, 0.0107 mol) was added portionwise, controlling the resulting vigorous gas evolution by the rate of addition. After 3 hours, the reaction mixture was poured into 50 ml 1N HCl and extracted 3×40 ml ether. The organic layers were combined, dried (MgSO4) and stripped to yield crude title product contaminated... The reactants are BrCc1ccccc1, C1CCOC1, [H-], NCCCO, [Na+]. The product is NCCCOCc1ccccc1. RXN SMILES: [Br:8][CH2:9][c:10]1[cH:11][cH:12][cH:13][cH:14][cH:15]1.[CH2:16]1[O:17][CH2:18][CH2:19][CH2:20]1.[H-:1].[NH2:3][CH2:4][CH2:5][CH2:6][OH:7].[Na+:2]>>[NH2:3][CH2:4][CH2:5][CH2:6][O:7][CH2:9][c:10]1[cH:11][cH:12][cH:13][cH:14][cH:15]1. Reactants: C(C)C1(CCC2=CCCCO2)CO1 (6-(3-ethyl-(3,4-epoxybutyl))-3,4-dihydro-2H-pyran), Cl (hydrochloric acid), C(C)OCC (diethyl ether). Solvent: O1CCCC1 (tetrahydrofuran). Conditions: time 5 day. Yields the product C(C)C1(OC2(CC1)OCCCC2)CO (2-Ethyl-1,6-dioxaspiro[4.5]decane-2-methanol). RXN SMILES: [CH2:1]([C:3]1([O:13][CH2:12]1)[CH2:4][CH2:5][C:6]1[O:11][CH2:10][CH2:9][CH2:8][CH:7]=1)[CH3:2].Cl.C([O:17]CC)C>O1CCCC1>[CH2:1]([C:3]1([CH2:12][OH:17])[CH2:4][CH2:5][C:6]2([CH2:7][CH2:8][CH2:9][CH2:10][O:11]2)[O:13]1)[CH3:2]. Procedure details: To 5.5 g of 6-(3-ethyl-(3,4-epoxybutyl))-3,4-dihydro-2H-pyran was added a solution of 2 ml of 10% hydrochloric acid in 25 ml of tetrahydrofuran. The reaction mixture was stirred under nitrogen for five days and then poured into 150 ml of diethyl ether. The resulting solution was washed twice with 50 ml of saturated sodium bicarbonate solution, and dried, and the solvent was removed under high vacuum to yield 6 g of the desired product as a dark brown oil. Starting materials: COc1cc2c(Nc3c(Cl)cnc4c3OCO4)ncnc2cc1OCC1CCN(C(=O)OC(C)(C)C)CC1, ClCCl, O=C(O)C(F)(F)F. Yields the product COc1cc2c(Nc3c(Cl)cnc4c3OCO4)ncnc2cc1OCC1CCNCC1. Reaction SMILES: [C:8]([O:9][C:10](=[O:11])[N:15]1[CH2:16][CH2:17][CH:18]([CH2:21][O:22][c:23]2[c:24]([O:44][CH3:45])[cH:25][c:26]3[c:27]([NH:33][c:34]4[c:35]5[c:36]([n:37][cH:38][c:39]4[Cl:40])[O:41][CH2:42][O:43]5)[n:28][cH:29][n:30][c:31]3[cH:32]2)[CH2:19][CH2:20]1)([CH3:12])([CH3:13])[CH3:14].[CH2:46]([Cl:47])[Cl:48].[OH:1][C:2]([C:3]([F:4])([F:5])[F:6])=[O:7]>>[NH:15]1[CH2:16][CH2:17][CH:18]([CH2:21][O:22][c:23]2[c:24]([O:44][CH3:45])[cH:25][c:26]3[c:27]([NH:33][c:34]4[c:35]5[c:36]([n:37][cH:38][c:39]4[Cl:40])[O:41][CH2:42][O:43]5)[n:28][cH:29][n:30][c:31]3[cH:32]2)[CH2:19][CH2:20]1. Starting materials: C(\C=C\C1=CC(O)=C(O)C=C1)(=O)O (caffeic acid), C1(CCCCC1)N=C=NC1CCCCC1 (dicyclohexyl carbodiimide), C(C1=CC=CC=C1)N (benzylamine). Solvent: O1CCCC1 (tetrahydrofuran). Reaction conditions: temperature 50 celsius, time 6 hour. Yields the product C(C1=CC=CC=C1)NC(\C=C\C1=CC(O)=C(O)C=C1)=O (caffeic acid benzylamide). As a reaction SMILES: [C:1]([OH:13])(=O)/[CH:2]=[CH:3]/[C:4]1[CH:11]=[CH:10][C:8]([OH:9])=[C:6]([OH:7])[CH:5]=1.C1(N=C=NC2CCCCC2)CCCCC1.[CH2:29]([NH2:36])[C:30]1[CH:35]=[CH:34][CH:33]=[CH:32][CH:31]=1>O1CCCC1>[CH2:29]([NH:36][C:1](=[O:13])/[CH:2]=[CH:3]/[C:4]1[CH:11]=[CH:10][C:8]([OH:9])=[C:6]([OH:7])[CH:5]=1)[C:30]1[CH:35]=[CH:34][CH:33]=[CH:32][CH:31]=1. Reported procedure: To 5 ml of tetrahydrofuran containing 180 mg of caffeic acid were added 206 mg of dicyclohexyl carbodiimide and 107 mg of benzylamine. The mixture was stirred at 50° C. for 6 hours and then filtrated. The filtrate was concentrated and the residue obtained was recrystallized from ethyl acetate/hexane to give 100 mg of granular crystals. Conditions: time 16 hour. Run in C(O)([O-])=O.[Na+] (sodium hydrogen carbonate), C(C)(=O)O (acetic acid). The product is ClC1=C(C(=CC=C1)F)[C@H]1[C@@H](C1)C(C)NOC (trans N-{1-[2-(2-chloro-6-fluoro-phenyl)-cyclopropyl]-ethyl}-O-methyl-hydroxylamine). Procedure: To a stirred solution of trans 1-[2-(2-chloro-6-fluoro-phenyl)-cyclopropyl]-ethanone O-methyl-oxime (1.1 g; 4.6 mmol) prepared as described in example P21, in acetic acid (10 ml) at ambient temperature was added portionwise sodium cyanoborohydride (0.60 g; 9.3 mmol). The reaction mixture was stirred for 16 hours at ambient temperature then poured in sodium hydrogen carbonate saturated solution (50 ml) and extracted with dichloromethane (3×50 ml). Combined organic layers were dried over anhydrous... As a reaction SMILES: [CH3:1][O:2][N:3]=[C:4]([C@@H:6]1[CH2:8][C@H:7]1[C:9]1[C:14]([F:15])=[CH:13][CH:12]=[CH:11][C:10]=1[Cl:16])[CH3:5].C([BH3-])#N.[Na+]>C(O)(=O)C.C(=O)([O-])O.[Na+]>[Cl:16][C:10]1[CH:11]=[CH:12][CH:13]=[C:14]([F:15])[C:9]=1[C@@H:7]1[CH2:8][C@H:6]1[CH:4]([NH:3][O:2][CH3:1])[CH3:5] |f:1.2,4.5|. The yield is 75.8%. Reactants: CON=C(C)[C@H]1[C@@H](C1)C1=C(C=CC=C1F)Cl (trans 1-[2-(2-chloro-6-fluoro-phenyl)-cyclopropyl]-ethanone O-methyl-oxime), C(#N)[BH3-].[Na+] (sodium cyanoborohydride). Reactants: CC(C)C[Al+]CC(C)C, ClCCl, CCOC(=O)c1c(C)nc(C)nc1-c1ccc(F)cc1, [H-], [Na+], [Na+], O=S(=O)([O-])[O-]. Yields the product Cc1nc(C)c(CO)c(-c2ccc(F)cc2)n1. RXN SMILES: [CH2:22]([Al+:23][CH2:24][CH:25]([CH3:26])[CH3:27])[CH:28]([CH3:29])[CH3:30].[Cl:38][CH2:39][Cl:40].[F:1][c:2]1[cH:3][cH:4][c:5](-[c:8]2[n:9][c:10]([CH3:20])[n:11][c:12]([CH3:19])[c:13]2[C:14](=[O:15])[O:16][CH2:17][CH3:18])[cH:6][cH:7]1.[H-:21].[Na+:31].[Na+:32].[O-:33][S:34](=[O:35])(=[O:36])[O-:37]>>[F:1][c:2]1[cH:3][cH:4][c:5](-[c:8]2[n:9][c:10]([CH3:20])[n:11][c:12]([CH3:19])[c:13]2[CH2:14][OH:15])[cH:6][cH:7]1. Reactants: BrC=1C=CC=2N3C4=C(C=C(C=C4C2C1)OC)C(C(=C3)CC3=NC=CC=C3)=O (10-bromo-2-methoxy-5-(2-pyridylmethyl)-4H-pyrido[3,2,1-jk]carbazole-4-one), C([O-])([O-])=O.[Na+].[Na+] (sodium carbonate), B(Br)(Br)Br (boron tribromide), ice water. Solvent: C(Cl)Cl (methylene chloride). Reaction conditions: time 12 hour. Yields the product BrC=1C=CC=2N3C4=C(C=C(C=C4C2C1)O)C(C(=C3)CC3=NC=CC=C3)=O (10-bromo-2-hydroxy-5-(2-pyridylmethyl)-4H-pyrido[3,2,1-jk]carbazole-4-one). Isolated yield 33.1%. Reaction SMILES: [Br:1][C:2]1[CH:3]=[CH:4][C:5]2[N:6]3[CH:19]=[C:18]([CH2:20][C:21]4[CH:26]=[CH:25][CH:24]=[CH:23][N:22]=4)[C:17](=[O:27])[C:8]4[CH:9]=[C:10]([O:15]C)[CH:11]=[C:12]([C:13]=2[CH:14]=1)[C:7]3=4.B(Br)(Br)Br.C(=O)([O-])[O-].[Na+].[Na+]>C(Cl)Cl>[Br:1][C:2]1[CH:3]=[CH:4][C:5]2[N:6]3[CH:19]=[C:18]([CH2:20][C:21]4[CH:26]=[CH:25][CH:24]=[CH:23][N:22]=4)[C:17](=[O:27])[C:8]4[CH:9]=[C:10]([OH:15])[CH:11]=[C:12]([C:13]=2[CH:14]=1)[C:7]3=4 |f:2.3.4|. Procedure: 10-bromo-2-methoxy-5-(2-pyridylmethyl)-4H-pyrido[3,2,1-jk]carbazole-4-one (0.54 g) obtained in Example 84 was suspended in anhydrous methylene chloride (30 ml), and boron tribromide (5 ml) was added dropwise at room temperature. The mixture was stirred at room temperature for 12 hours, and the reaction mixture was poured into ice water, and to this mixture was added saturated aqueous solution of sodium carbonate until the termination of foaming. The crystals precipitated were recovered by filtra... Starting materials: COC(=O)CC(=O)Nc1cccc(C)c1-c1cccc(S(=O)(=O)c2cc(C(=N)NC(=O)OC(C)(C)C)sc2SC)c1, CO, [Li+], [Na+], [OH-], [OH-]. Yields the product CSc1sc(C(=N)NC(=O)OC(C)(C)C)cc1S(=O)(=O)c1cccc(-c2c(C)cccc2NC(=O)CC(=O)O)c1. Reaction SMILES: [CH3:1][O:2][C:3]([CH2:4][C:5](=[O:6])[NH:7][c:8]1[c:9](-[c:15]2[cH:16][c:17]([S:21](=[O:22])(=[O:23])[c:24]3[c:25]([S:39][CH3:40])[s:26][c:27]([C:29](=[NH:30])[NH:31][C:32](=[O:33])[O:34][C:35]([CH3:36])([CH3:37])[CH3:38])[cH:28]3)[cH:18][cH:19][cH:20]2)[c:10]([CH3:14])[cH:11][cH:12][cH:13]1)=[O:41].[CH3:46][OH:47].[Li+:45].[Na+:43].[OH-:42].[OH-:44]>>[O:2]=[C:3]([CH2:4][C:5](=[O:6])[NH:7][c:8]1[c:9](-[c:15]2[cH:16][c:17]([S:21](=[O:22])(=[O:23])[c:24]3[c:25]([S:39][CH3:40])[s:26][c:27]([C:29](=[NH:30])[NH:31][C:32](=[O:33])[O:34][C:35]([CH3:36])([CH3:37])[CH3:38])[cH:28]3)[cH:18][cH:19][cH:20]2)[c:10]([CH3:14])[cH:11][cH:12][cH:13]1)[OH:41].